This data is from the Open Reaction Database (ORD), a public repository of structured organic reaction records. The task is: describe an organic reaction: reactants, conditions, products, and yield The reactants are N1(C=CC2=CC=CN=C12)CCO (2-(7-azaindol-1-yl)ethanol), N(=NC(=O)N1CCCCC1)C(=O)N1CCCCC1 (1,1'-(azodicarbonyl)dipiperidine), OC1=CC=C(CC2C(N(C(S2)=O)C(C2=CC=CC=C2)(C2=CC=CC=C2)C2=CC=CC=C2)=O)C=C1 (5-(4-hydroxybenzyl)-3-triphenylmethylthiazolidine-2,4-dione), C(CCC)P(CCCC)CCCC (tributylphosphine). Run in C1=CC=CC=C1 (benzene). Yields the product N1(C=CC2=CC=CN=C12)CCOC1=CC=C(CC2C(N(C(S2)=O)C(C2=CC=CC=C2)(C2=CC=CC=C2)C2=CC=CC=C2)=O)C=C1 (5-{4-[2-(7-Azaindol-1-yl)ethoxy]benzyl}-3-triphenylmethylthiazolidine-2,4-dione). The yield is 79.5%. Reaction SMILES: [N:1]1([CH2:10][CH2:11][OH:12])[C:9]2[C:4](=[CH:5][CH:6]=[CH:7][N:8]=2)[CH:3]=[CH:2]1.O[C:14]1[CH:46]=[CH:45][C:17]([CH2:18][CH:19]2[S:23][C:22](=[O:24])[N:21]([C:25]([C:38]3[CH:43]=[CH:42][CH:41]=[CH:40][CH:39]=3)([C:32]3[CH:37]=[CH:36][CH:35]=[CH:34][CH:33]=3)[C:26]3[CH:31]=[CH:30][CH:29]=[CH:28][CH:27]=3)[C:20]2=[O:44])=[CH:16][CH:15]=1.C(P(CCCC)CCCC)CCC.N(C(N1CCCCC1)=O)=NC(N1CCCCC1)=O>C1C=CC=CC=1>[N:1]1([CH2:10][CH2:11][O:12][C:14]2[CH:46]=[CH:45][C:17]([CH2:18][CH:19]3[S:23][C:22](=[O:24])[N:21]([C:25]([C:38]4[CH:43]=[CH:42][CH:41]=[CH:40][CH:39]=4)([C:32]4[CH:33]=[CH:34][CH:35]=[CH:36][CH:37]=4)[C:26]4[CH:31]=[CH:30][CH:29]=[CH:28][CH:27]=4)[C:20]3=[O:44])=[CH:16][CH:15]=2)[C:9]2[C:4](=[CH:5][CH:6]=[CH:7][N:8]=2)[CH:3]=[CH:2]1. Procedure details: A procedure similar to that described in Preparation 4 was repeated, except that 1.77 g of 2-(7-azaindol-1-yl)ethanol (prepared as described in Preparation 18), 4.40 g of 5-(4-hydroxybenzyl)-3-triphenylmethylthiazolidine-2,4-dione, 2.35 ml of tributylphosphine, 2.39 g of 1,1'-(azodicarbonyl)dipiperidine and 45 ml of anhydrous benzene were used, to give 4.58 g of the title compound, melting at 167.5-168.9° C. Reactants: CCOC(=O)Cc1sc(N)nc1-c1ccc(Cl)cc1, O=C=Nc1ccccc1. Product: CCOC(=O)Cc1sc(NC(=O)Nc2ccccc2)nc1-c1ccc(Cl)cc1. Reaction SMILES: [NH2:10][c:11]1[s:12][c:13]([CH2:23][C:24](=[O:25])[O:26][CH2:27][CH3:28])[c:14](-[c:16]2[cH:17][cH:18][c:19]([Cl:22])[cH:20][cH:21]2)[n:15]1.[c:1]1([N:7]=[C:8]=[O:9])[cH:2][cH:3][cH:4][cH:5][cH:6]1>>[c:1]1([NH:7][C:8](=[O:9])[NH:10][c:11]2[s:12][c:13]([CH2:23][C:24](=[O:25])[O:26][CH2:27][CH3:28])[c:14](-[c:16]3[cH:17][cH:18][c:19]([Cl:22])[cH:20][cH:21]3)[n:15]2)[cH:2][cH:3][cH:4][cH:5][cH:6]1. Reactants: Cl.N1(CCNCC1)CCC1=CC2=C(C(OC2)=O)C=C1 (5-[2-(piperazin-1-yl)ethyl]-2-benzofuran-1(3H)-one hydrochloride), FC1=C(C#N)C=C(C(=C1)CC=O)F (2,5-difluoro-4-(2-oxoethyl)benzonitrile). The product is FC1=C(C#N)C=C(C(=C1)CCN1CCN(CC1)CCC=1C=C2COC(C2=CC1)=O)F (2,5-Difluoro-4-[2-[4-[2-(1-oxo-3H-isobenzofuran-5-yl)ethyl]piperazin-1-yl]ethyl]benzonitrile). As a reaction SMILES: Cl.[N:2]1([CH2:8][CH2:9][C:10]2[CH:19]=[CH:18][C:13]3[C:14](=[O:17])[O:15][CH2:16][C:12]=3[CH:11]=2)[CH2:7][CH2:6][NH:5][CH2:4][CH2:3]1.[F:20][C:21]1[CH:28]=[C:27]([CH2:29][CH:30]=O)[C:26]([F:32])=[CH:25][C:22]=1[C:23]#[N:24]>>[F:20][C:21]1[CH:28]=[C:27]([CH2:29][CH2:30][N:5]2[CH2:6][CH2:7][N:2]([CH2:8][CH2:9][C:10]3[CH:11]=[C:12]4[C:13](=[CH:18][CH:19]=3)[C:14](=[O:17])[O:15][CH2:16]4)[CH2:3][CH2:4]2)[C:26]([F:32])=[CH:25][C:22]=1[C:23]#[N:24] |f:0.1|. Procedure: 2,5-Difluoro-4-[2-[4-[2-(1-oxo-3H-isobenzofuran-5-yl)ethyl]piperazin-1-yl]ethyl]benzonitrile was prepared in a similar fashion to that described for the synthesis of Example 38 starting from 5-[2-(piperazin-1-yl)ethyl]-2-benzofuran-1(3H)-one hydrochloride and 2,5-difluoro-4-(2-oxoethyl)benzonitrile. LC-MS (IE, m/z): 412.1 [M+1]+. (0.23 μM) Reactants: Cl.ClC1=C(NC(=C1Cl)C)C(=O)NC1CCNCC1 (3,4-Dichloro-5-methyl-N-piperidin-4-yl-1H-pyrrole-2-carboxamide hydrochloride), BrC=1C=C(NC1C)C(=O)NC1CCN(CC1)C(=O)OC(C)(C)C (tert-butyl 4-{[(4-bromo-5-methyl-1H-pyrrol-2-yl)carbonyl]amino}piperidine-1-carboxylate), BrC=1C=C(NC1C)C(=O)NC1CCN(CC1)C(=O)OC(C)(C)C (tert-butyl 4-{[(4-bromo-5-methyl-1H-pyrrol-2-yl)carbonyl]amino}piperidine-1-carboxylate). Product: Cl.BrC=1C=C(NC1C)C(=O)NC1CCNCC1 (4-Bromo-5-methyl-N-piperidin-4-yl-1H-pyrrole-2-carboxamide hydrochloride). RXN SMILES: Cl.[Cl:2]C1C(Cl)=C(C)NC=1C(NC1CCNCC1)=O.[Br:19][C:20]1[CH:21]=[C:22]([C:26]([NH:28][CH:29]2[CH2:34][CH2:33][N:32](C(OC(C)(C)C)=O)[CH2:31][CH2:30]2)=[O:27])[NH:23][C:24]=1[CH3:25]>>[ClH:2].[Br:19][C:20]1[CH:21]=[C:22]([C:26]([NH:28][CH:29]2[CH2:30][CH2:31][NH:32][CH2:33][CH2:34]2)=[O:27])[NH:23][C:24]=1[CH3:25] |f:0.1,3.4|. Procedure: Title compound was synthesized by an analogous method to Intermediate 1, starting from tert-butyl 4-{[(4-bromo-5-methyl-1H-pyrrol-2-yl)carbonyl]amino}piperidine-1-carboxylate (Intermediate 52). The reactants are NC1=NOC(=C1Cl)C (3-amino-4-chloro-5-methylisoxazole), C1(=CC=CC=C1)S(=O)(=O)Cl (benzenesulfonyl chloride). The product is ClC=1C(=NOC1C)NS(=O)(=O)C1=CC=CC=C1 (N-(4-chloro-5-methyl-3-isoxazolyl)benzenesulfonamide), NC1=NOC(=C1Cl)C (3-Amino-4-chloro-5-methylisoxazole), C1(=CC=CC=C1)S(=O)(=O)N(S(=O)(=O)C1=CC=CC=C1)C1=NOC(=C1Cl)C (N-(benzenesulfonyl)-N-(4-chloro-5-methyl-3-isoxazolyl)benzen esulfonamide). Yield: 7.0%. As a reaction SMILES: [NH2:1][C:2]1[C:6]([Cl:7])=[C:5]([CH3:8])[O:4][N:3]=1.[C:9]1([S:15](Cl)(=[O:17])=[O:16])[CH:14]=[CH:13][CH:12]=[CH:11][CH:10]=1>>[Cl:7][C:6]1[C:2]([NH:1][S:15]([C:9]2[CH:14]=[CH:13][CH:12]=[CH:11][CH:10]=2)(=[O:17])=[O:16])=[N:3][O:4][C:5]=1[CH3:8].[NH2:1][C:2]1[C:6]([Cl:7])=[C:5]([CH3:8])[O:4][N:3]=1.[C:9]1([S:15]([N:1]([C:2]2[C:6]([Cl:7])=[C:5]([CH3:8])[O:4][N:3]=2)[S:15]([C:9]2[CH:14]=[CH:13][CH:12]=[CH:11][CH:10]=2)(=[O:17])=[O:16])(=[O:17])=[O:16])[CH:14]=[CH:13][CH:12]=[CH:11][CH:10]=1. Procedure details: N-(4-chloro-5-methyl-3-isoxazolyl)benzenesulfonamide was prepared from 3-amino-4-chloro-5-methylisoxazole and benzenesulfonyl chloride as described in Example 26b in 40% yield. The crude product was purified by column chromatography with 10-100% ethyl acetate/hexanes as eluent. A crystalline solid was obtained after recrystallization from ethyl acetate/hexanes, m.p. 139-141° C. 3-Amino-4-chloro-5-methylisoxazole (25% recovery) and N-(benzenesulfonyl)-N-(4-chloro-5-methyl-3-isoxazolyl)benzen esul... Starting materials: COC(C1=C(N=C(C=C1C)C1=CC(=CC=C1)C(F)(F)F)OC)=O (2-methoxy-4-methyl-6-(3-trifluoromethyl-phenyl)-nicotinic acid methyl ester), ClC1=C(C=C(C(=N1)C(=O)N1CCC(CC1)N1CCCC1)C)C1=CC(=CC=C1)C(F)(F)F ([6-Chloro-3-methyl-5-(3-trifluoromethyl-phenyl)-pyridin-2-yl]-(4-pyrrolidin-1-yl-piperidin-1-yl)-methanone), CC1(OB(OC1(C)C)C=1C=CC(=NC1)O)C (5-(4,4,5,5-tetramethyl-[1,3,2]dioxaborolan-2-yl)-pyridin-2-ol). The product is OC1=CC=C(C=N1)C1=NC(=C(C=C1C1=CC(=CC=C1)C(F)(F)F)C)C(=O)N1CCC(CC1)N1CCCC1 ([6′-Hydroxy-5-methyl-3-(3-trifluoromethyl-phenyl)-[2,3′]bipyridinyl-6-yl]-(4-pyrrolidin-1-yl-piperidin-1-yl)-methanone). As a reaction SMILES: COC(=O)[C:4]1[C:9](C)=[CH:8][C:7](C2C=CC=C(C(F)(F)F)C=2)=[N:6][C:5]=1[O:21]C.Cl[C:25]1[N:30]=[C:29]([C:31]([N:33]2[CH2:38][CH2:37][CH:36]([N:39]3[CH2:43][CH2:42][CH2:41][CH2:40]3)[CH2:35][CH2:34]2)=[O:32])[C:28]([CH3:44])=[CH:27][C:26]=1[C:45]1[CH:50]=[CH:49][CH:48]=[C:47]([C:51]([F:54])([F:53])[F:52])[CH:46]=1.CC1(C)C(C)(C)OB(C2C=CC(O)=NC=2)O1>>[OH:21][C:5]1[N:6]=[CH:7][C:8]([C:25]2[C:26]([C:45]3[CH:50]=[CH:49][CH:48]=[C:47]([C:51]([F:54])([F:53])[F:52])[CH:46]=3)=[CH:27][C:28]([CH3:44])=[C:29]([C:31]([N:33]3[CH2:38][CH2:37][CH:36]([N:39]4[CH2:40][CH2:41][CH2:42][CH2:43]4)[CH2:35][CH2:34]3)=[O:32])[N:30]=2)=[CH:9][CH:4]=1. Procedure details: In analogy to the procedure described for the preparation of intermediate 5C, [6-chloro-3-methyl-5-(3-trifluoromethyl-phenyl)-pyridin-2-yl]-(4-pyrrolidin-1-yl-piperidin-1-yl)-methanone (example 3) was reacted with 5-(4,4,5,5-tetramethyl-[1,3,2]dioxaborolan-2-yl)-pyridin-2-ol to give the title compound as yellow amorphous solid. MS: 511.2 (MH+). As a reaction SMILES: [Br:1][c:2]1[cH:3][c:4]([C:5](=[O:6])[O:7][CH3:8])[cH:9][cH:10][c:11]1[N:12]1[CH2:13][CH2:14][N:15]([CH2:18][CH2:19][OH:20])[CH2:16][CH2:17]1.[Br:23][CH2:24][c:25]1[cH:26][cH:27][cH:28][cH:29][cH:30]1.[CH3:32][N:33]([CH3:34])[CH:35]=[O:36].[H-:21].[Na+:22].[OH2:31]>>[Br:1][c:2]1[cH:3][c:4]([C:5](=[O:6])[O:7][CH3:8])[cH:9][cH:10][c:11]1[N:12]1[CH2:13][CH2:14][N:15]([CH2:18][CH2:19][O:20][CH2:24][c:25]2[cH:26][cH:27][cH:28][cH:29][cH:30]2)[CH2:16][CH2:17]1. Starting materials: COC(=O)c1ccc(N2CCN(CCO)CC2)c(Br)c1, BrCc1ccccc1, CN(C)C=O, [H-], [Na+], O. The product is COC(=O)c1ccc(N2CCN(CCOCc3ccccc3)CC2)c(Br)c1. The reactants are CN1C=2N(C=3C(C1=O)=C(N(N3)CC3=CC=C(C=C3)C3=NC(=CC=C3)F)SC3=CC=CC=C3)[C@@H]3[C@H](N2)CCC3 ((6aR,9aS)-5,6a,7,8,9,9a-hexahydro-5-methyl-3-(phenylthio)-2-(4-(6-fluoropyridin-2-yl)benzyl)-cyclopent[4,5]imidazo[1,2-a]pyrazolo[4,3-e]pyrimidin-4(2H)-one), OOS(=O)[O-].[K+] (oxone). The solvent is CC#N (CH3CN), CO (CH3OH). The product is CN1C=2N(C=3C(C1=O)=C(N(N3)CC3=CC=C(C=C3)C3=NC(=CC=C3)F)S(=O)C3=CC=CC=C3)[C@@H]3[C@H](N2)CCC3 ((6aR,9aS)-5,6a,7,8,9,9a-hexahydro-5-methyl-3-(phenylsulfinyl)-2-(4-(6-fluoropyridin-2-yl)benzyl)-cyclopent[4,5]imidazo[1,2-a]pyrazolo[4,3-e]pyrimidin-4(2H)-one). As a reaction SMILES: [CH3:1][N:2]1[C:7](=[O:8])[C:6]2=[C:9]([S:26][C:27]3[CH:32]=[CH:31][CH:30]=[CH:29][CH:28]=3)[N:10]([CH2:12][C:13]3[CH:18]=[CH:17][C:16]([C:19]4[CH:24]=[CH:23][CH:22]=[C:21]([F:25])[N:20]=4)=[CH:15][CH:14]=3)[N:11]=[C:5]2[N:4]2[C@H:33]3[CH2:38][CH2:37][CH2:36][C@H:34]3[N:35]=[C:3]12.[OH:39]OS([O-])=O.[K+]>CC#N.CO>[CH3:1][N:2]1[C:7](=[O:8])[C:6]2=[C:9]([S:26]([C:27]3[CH:32]=[CH:31][CH:30]=[CH:29][CH:28]=3)=[O:39])[N:10]([CH2:12][C:13]3[CH:18]=[CH:17][C:16]([C:19]4[CH:24]=[CH:23][CH:22]=[C:21]([F:25])[N:20]=4)=[CH:15][CH:14]=3)[N:11]=[C:5]2[N:4]2[C@H:33]3[CH2:38][CH2:37][CH2:36][C@H:34]3[N:35]=[C:3]12 |f:1.2|. Procedure details: (6aR,9aS)-5,6a,7,8,9,9a-hexahydro-5-methyl-3-(phenylthio)-2-(4-(6-fluoropyridin-2-yl)benzyl)-cyclopent[4,5]imidazo[1,2-a]pyrazolo[4,3-e]pyrimidin-4(2H)-one (12 mg, 0.023 mmol) is dissolved in CH3CN (2 mL) and CH3OH (2 mL), and then an aqueous solution of oxone is added. The reaction mixture is stirred at room temperature for a week, and then purified by a semi-preparative HPLC to give pure product as white solids. MS (ESI) m/z 541.2 [M+H]+. Starting materials: CN(C)C=O, CO, CCOC(=O)c1cn(C2CC2F)c2c(C)c(F)c(F)c([N+](=O)[O-])c2c1=O, N, O. Yields the product CCOC(=O)c1cn(C2CC2F)c2c(C)c(F)c(N)c([N+](=O)[O-])c2c1=O. As a reaction SMILES: [CH3:29][N:30]([CH3:31])[CH:32]=[O:33].[CH3:34][OH:35].[F:1][c:2]1[c:3]([N+:24](=[O:25])[O-:26])[c:4]2[c:5](=[O:23])[c:6]([C:18](=[O:19])[O:20][CH2:21][CH3:22])[cH:7][n:8]([CH:14]3[CH:15]([F:17])[CH2:16]3)[c:9]2[c:10]([CH3:13])[c:11]1[F:12].[NH3:28].[OH2:27]>>[c:2]1([NH2:28])[c:3]([N+:24](=[O:25])[O-:26])[c:4]2[c:5](=[O:23])[c:6]([C:18](=[O:19])[O:20][CH2:21][CH3:22])[cH:7][n:8]([CH:14]3[CH:15]([F:17])[CH2:16]3)[c:9]2[c:10]([CH3:13])[c:11]1[F:12]. Starting materials: C(=O)(OCC)C1C(C2=CC=CC=C2C1)=O (2-carboethoxy-1-indanone), COC=1C=CC(=CC1)C=O (anisaldehyde), O=C[C@H](O)[C@@H](O)[C@H](O)[C@H](O)CO (glucose), OP(=O)(O)[O-].[K+] (KH2PO4), OP(=O)([O-])[O-].[K+].[K+] (K2HPO4), MgSO4.7H2O, NaNO3, FeSO4.7H2O, [Cl-].[K+] (KCl). Solvent: C(C)O (ethanol). Reaction conditions: time 48 hour. Product: O[C@H]1[C@H](CC2=CC=CC=C12)C(=O)OCC ((1S,2S)-1-hydroxy-2-carboethoxyindane). The yield is 84.2%. Reaction SMILES: O=C[C@@H]([C@H]([C@@H]([C@@H](CO)O)O)O)O.OP([O-])(O)=O.[K+].OP([O-])([O-])=O.[K+].[K+].[Cl-].[K+].[C:28]([CH:33]1[CH2:41][C:40]2[C:35](=[CH:36][CH:37]=[CH:38][CH:39]=2)[C:34]1=[O:42])([O:30][CH2:31][CH3:32])=[O:29].COC1C=CC(C=O)=CC=1>C(O)C>[OH:42][C@@H:34]1[C:35]2[C:40](=[CH:39][CH:38]=[CH:37][CH:36]=2)[CH2:41][C@@H:33]1[C:28]([O:30][CH2:31][CH3:32])=[O:29] |f:1.2,3.4.5,6.7|. Procedure details: Colletotrichum gloeosporioides is cultured according to the method of Buisson and Azerad (Tet. Lett. 27, 2631-2634 (1986), herein incorporated by reference) in one liter of a medium of glucose (30 grams), KH2PO4 (1 gram), K2HPO4 (2 grams), corn steep liquor (10 grams) MgSO4.7H2O (0.5 gram), NaNO3 (2 grams), FeSO4.7H2O (0.02 gram), and KCl (0.5 gram) with rotary shaking at 25° C. Two grams of 2-carboethoxy-1-indanone is dissolved in 2 ml of 95% ethanol the resulting solution is added to the cultu...